Dataset: the Open Reaction Database (ORD), a public repository of structured organic reaction records. Task: describe an organic reaction: reactants, conditions, products, and yield Reactants: [H-].[Na+] (NaH), CN1C(N(C(C2=C1C(=CN2)C)=O)C)=O (1,3,7-Trimethyl-1H-pyrrolo[3,2-d]pyrimidine-2,4(3H,5H)-dione), BrCC(=O)NC=1SC=C(N1)C1=CC(=C(C(=C1)F)OCC(C)(C)C)F (2-bromo-N-{4-[4-(2,2-dimethylpropoxy)-3,5-difluorophenyl]-1,3-thiazol-2-yl}acetamide). Solvent: CN(C)C=O (DMF). The product is CC(COC1=C(C=C(C=C1F)C=1N=C(SC1)NC(CN1C=CC=2N(C(N(C(C21)=O)C)=O)C)=O)F)(C)C (N-{[4-(2,2-Dimethylpropoxy)-3,5-difluorophenyl]-1,3-thiazol-2-yl}-2-(1,3-dimethyl-2,4-dioxo-1,2,3,4-tetrahydro-5H-pyrrolo[3,2-d]pyrimidin-5-yl)acetamide), product. RXN SMILES: [CH3:1][N:2]1[C:7]2[C:8](C)=[CH:9][NH:10][C:6]=2[C:5](=[O:12])[N:4]([CH3:13])[C:3]1=[O:14].Br[CH2:16][C:17]([NH:19][C:20]1[S:21][CH:22]=[C:23]([C:25]2[CH:30]=[C:29]([F:31])[C:28]([O:32][CH2:33][C:34]([CH3:37])([CH3:36])[CH3:35])=[C:27]([F:38])[CH:26]=2)[N:24]=1)=[O:18].[H-].[Na+]>CN(C=O)C>[CH3:35][C:34]([CH3:37])([CH3:36])[CH2:33][O:32][C:28]1[C:29]([F:31])=[CH:30][C:25]([C:23]2[N:24]=[C:20]([NH:19][C:17](=[O:18])[CH2:16][N:10]3[C:6]4[C:5](=[O:12])[N:4]([CH3:13])[C:3](=[O:14])[N:2]([CH3:1])[C:7]=4[CH:8]=[CH:9]3)[S:21][CH:22]=2)=[CH:26][C:27]=1[F:38] |f:2.3|. Procedure details: The title compound was prepared according to the general procedure (Method A) by coupling Intermediate 1 (25 mg, 0.139 mmol) with 2-bromo-N-{4-[4-(2,2-dimethylpropoxy)-3,5-difluorophenyl]-1,3-thiazol-2-yl}acetamide (70 mg, 0.167 mmol) in the presence of NaH (8 mg, 0.333 mmol) in dry DMF (5.0 mL) to give 29 mg of the product as an off-white solid; 1H NMR (δ ppm, DMSO-d6, 300 MHz) 1.01 (s, 9H), 3.17 (s, 3H), 3.39 (s, 3H), 3.81 (s, 2H), 5.32 (s, 2H), 6.23 (s, 1H), 7.35 (s, 1H), 7.63 (s, 1H), 7.67 (...